Dataset: the Open Reaction Database (ORD), a public repository of structured organic reaction records. Task: describe an organic reaction: reactants, conditions, products, and yield The reactants are FC(C(CC(C(F)(F)F)=O)=O)(F)F (1,1,1,5,5,5-hexafluoro-pentane-2,4-dione), Cl.N(N)C1=CC=C(C(=O)O)C=C1 (4-hydrazinobenzoic acid hydrochloride), C(C)O (ethanol). Conditions: temperature 100 celsius, time 4 hour. Yields the product C(C)OC(C1=CC=C(C=C1)N1N=C(C=C1C(F)(F)F)C(F)(F)F)=O (4-(3,5-bis-trifluoromethyl-pyrazol-1-yl)-benzoic acid ethyl ester). Yield: 58.0%. Reaction SMILES: [F:1][C:2]([F:13])([F:12])[C:3](=O)[CH2:4][C:5](=O)[C:6]([F:9])([F:8])[F:7].Cl.[NH:15]([C:17]1[CH:25]=[CH:24][C:20]([C:21]([OH:23])=[O:22])=[CH:19][CH:18]=1)[NH2:16].[CH2:26](O)[CH3:27]>>[CH2:26]([O:22][C:21](=[O:23])[C:20]1[CH:19]=[CH:18][C:17]([N:15]2[C:3]([C:2]([F:13])([F:12])[F:1])=[CH:4][C:5]([C:6]([F:9])([F:8])[F:7])=[N:16]2)=[CH:25][CH:24]=1)[CH3:27] |f:1.2|. Reported procedure: A mixture of 1,1,1,5,5,5-hexafluoro-pentane-2,4-dione (3.16 g, 15.2 mmol) and 4-hydrazinobenzoic acid hydrochloride (2.86 g, 15.2 mmol) in ethanol (5 mL) was stirred at 100° C. in a sealed tube for 4 hours. The mixture was cooled to room temperature and the solvent was removed under reduced pressure. The residue was purified by chromatography (SiO2, 4:1 to 3:1 hexane/EtOAc) to give 4-(3,5-bis-trifluoromethyl-pyrazol-1-yl)-benzoic acid ethyl ester, (3.1 g, 58% yield) as a syrup: 1H-NMR (CDCl3) δ ...